Dataset: the Open Reaction Database (ORD), a public repository of structured organic reaction records. Task: describe an organic reaction: reactants, conditions, products, and yield The reactants are BrC1=CN=C2N1C=CC(=N2)C(C)(C)O (2-(3-Bromoimidazo[1,2-α]pyrimidin-7-yl)propan-2-ol), FC1=C(C=C(C=C1)B1OC(C(O1)(C)C)(C)C)C=1C(=CC=CC1)C#N (2′-fluoro-5′-(4,4,5,5-tetramethyl-[1,3,2]dioxaborolan-2-yl)biphenyl-2-carbonitrile). Product: FC1=C(C=C(C=C1)C1=CN=C2N1C=CC(=N2)C(C)(C)O)C=2C(=CC=CC2)C#N (2′-fluoro-5′-[7-(1-hydroxy-1-methylethyl)imidazo[1,2-α]pyrimidin-3-yl]biphenyl-2-carbonitrile). Reaction SMILES: Br[C:2]1[N:6]2[CH:7]=[CH:8][C:9]([C:11]([OH:14])([CH3:13])[CH3:12])=[N:10][C:5]2=[N:4][CH:3]=1.[F:15][C:16]1[CH:21]=[CH:20][C:19](B2OC(C)(C)C(C)(C)O2)=[CH:18][C:17]=1[C:31]1[C:32]([C:37]#[N:38])=[CH:33][CH:34]=[CH:35][CH:36]=1>>[F:15][C:16]1[CH:21]=[CH:20][C:19]([C:2]2[N:6]3[CH:7]=[CH:8][C:9]([C:11]([OH:14])([CH3:13])[CH3:12])=[N:10][C:5]3=[N:4][CH:3]=2)=[CH:18][C:17]=1[C:31]1[C:32]([C:37]#[N:38])=[CH:33][CH:34]=[CH:35][CH:36]=1. Procedure details: 2-(3-Bromoimidazo[1,2-α]pyrimidin-7-yl)propan-2-ol was coupled with 2′-fluoro-5′-(4,4,5,5-tetramethyl-[1,3,2]dioxaborolan-2-yl)biphenyl-2-carbonitrile as described in Example 1 to give 2′-fluoro-5′-[7-(1-hydroxy-1-methylethyl)imidazo[1,2-α]pyrimidin-3-yl]biphenyl-2-carbonitrile as an off-white solid: δH (360 MHz, CDCl3) 1.62 (6H, s), 4.50 (1H, s), 7.08 (1H, d, J 7), 7.41 (1H, t, J 9), 7.53-7.64 (4H, m), 7.72 (1H, dd, J 8 and 1), 7.84 (1H, s), 7.86 (1H, s), 8.86 (1H, d, J 7); m/z (ES+) 373 (M++H)... Starting materials: CCOC(=O)C (EtOAc), ClC=1N=CC2=C(N1)CCN(C2)C(=O)C=2C=NC=CC2 ((2-chloro-7,8-dihydropyrido[4,3-d]pyrimidin-6(5H)-yl)(pyridin-3-yl)methanone), Intermediate 5, COC=1C=C(N)C=C(C1OC)OC (3,4,5-trimethoxyaniline). The solvent is C(C)(C)O (isopropanol). Run at temperature 60 celsius, time 8 hour. The product is C1(=CC=CC=C1)NC=1N=CC2=C(N1)CCN(C2)C(=O)C=2C=NC=CC2 (N-phenyl-6-(pyridin-3-ylcarbonyl)-5,6,7,8-tetrahydropyrido[4,3-d]pyrimidin-2-amine). Yield: 54.8%. As a reaction SMILES: Cl[C:2]1[N:3]=[CH:4][C:5]2[CH2:11][N:10]([C:12]([C:14]3[CH:15]=[N:16][CH:17]=[CH:18][CH:19]=3)=[O:13])[CH2:9][CH2:8][C:6]=2[N:7]=1.CO[C:22]1[CH:23]=[C:24]([CH:26]=[C:27](OC)[C:28]=1OC)[NH2:25].CCOC(C)=O>C(O)(C)C>[C:24]1([NH:25][C:2]2[N:3]=[CH:4][C:5]3[CH2:11][N:10]([C:12]([C:14]4[CH:15]=[N:16][CH:17]=[CH:18][CH:19]=4)=[O:13])[CH2:9][CH2:8][C:6]=3[N:7]=2)[CH:26]=[CH:27][CH:28]=[CH:22][CH:23]=1. Procedure details: A solution of (2-chloro-7,8-dihydropyrido[4,3-d]pyrimidin-6(5H)-yl)(pyridin-3-yl)methanone, Intermediate 5 (0.025 g, 0.091 mmol) in isopropanol (0.1 mL) was treated with 3,4,5-trimethoxyaniline (0.021 g, 0.0498 mmol). The resulting mixture was heated to 60° C. and allowed to stir overnight. After being allowed to cool to room temperature EtOAc (10 mL) was added to the reaction mixture, and the resulting solution was then washed twice with brine (10 mL). The combined aqueous layers were washed on... Starting materials: C1COCCN1, C1CCOC1, CCOC(C)=O, O=C(O)Cc1ccccc1CCl. Product: O=C(O)Cc1ccccc1CN1CCOCC1. Reaction SMILES: [CH2:13]1[CH2:14][O:15][CH2:16][CH2:17][NH:18]1.[CH2:19]1[O:20][CH2:21][CH2:22][CH2:23]1.[CH3:24][CH2:25][O:26][C:27](=[O:28])[CH3:29].[Cl:1][CH2:2][c:3]1[c:4]([CH2:9][C:10](=[O:11])[OH:12])[cH:5][cH:6][cH:7][cH:8]1>>[CH2:2]([c:3]1[c:4]([CH2:9][C:10](=[O:11])[OH:12])[cH:5][cH:6][cH:7][cH:8]1)[N:18]1[CH2:13][CH2:14][O:15][CH2:16][CH2:17]1. The reactants are C(CCCCC=C)OCC1C2CC3CC(CC1C3)C2 (2-((hept-6-en-1-yloxy)methyl)adamantane), BrC1=CC=C(C=C1)[N+](=O)[O-] (1-bromo-4-nitrobenzene). The product is [N+](=O)([O-])C1=CC=C(C=C1)CCCCCCCOCC1C2CC3CC(CC1C3)C2 (2-(((7-(4-nitrophenyl)heptyl)oxy)methyl)adamantane). The yield is 46.9%. As a reaction SMILES: [CH2:1]([O:8][CH2:9][CH:10]1[CH:17]2[CH2:18][CH:13]3[CH2:14][CH:15]([CH2:19][CH:11]1[CH2:12]3)[CH2:16]2)[CH2:2][CH2:3][CH2:4][CH2:5][CH:6]=[CH2:7].Br[C:21]1[CH:26]=[CH:25][C:24]([N+:27]([O-:29])=[O:28])=[CH:23][CH:22]=1>>[N+:27]([C:24]1[CH:25]=[CH:26][C:21]([CH2:7][CH2:6][CH2:5][CH2:4][CH2:3][CH2:2][CH2:1][O:8][CH2:9][CH:10]2[CH:17]3[CH2:18][CH:13]4[CH2:14][CH:15]([CH2:19][CH:11]2[CH2:12]4)[CH2:16]3)=[CH:22][CH:23]=1)([O-:29])=[O:28]. Procedure: General procedure M was used to convert 2.77 mmol of 11d and 3.05 mmol of 1-bromo-4-nitrobenzene to 1.30 mmol (47%) of the title compound. The reactants are CCOC(=O)c1ncn2cc(Br)sc12, O=C([O-])C(O)C(O)C(=O)[O-], CC(C)C[AlH]CC(C)C, Cc1ccccc1, [K+], [Na+]. Yields the product OCc1ncn2cc(Br)sc12. As a reaction SMILES: [Br:1][c:2]1[cH:3][n:4]2[c:5]([s:6]1)[c:7]([C:10](=[O:11])[O:12][CH2:13][CH3:14])[n:8][cH:9]2.[C:24]([CH:25]([CH:26]([C:27]([O-:28])=[O:29])[OH:30])[OH:31])([O-:32])=[O:33].[CH3:15][CH:16]([CH2:17][AlH:18][CH2:19][CH:20]([CH3:21])[CH3:22])[CH3:23].[CH3:36][c:37]1[cH:38][cH:39][cH:40][cH:41][cH:42]1.[K+:35].[Na+:34]>>[Br:1][c:2]1[cH:3][n:4]2[c:5]([s:6]1)[c:7]([CH2:10][OH:11])[n:8][cH:9]2. Starting materials: C(C)OCC (diethyl ether), C(C)OC(CN(C1=CC(=NO1)C1=CC=CC=C1)CC1=CC=CC2=CC=CC=C12)=O ([Naphthalen-1-ylmethyl-(3-phenyl-isoxazol-5-yl)-amino]-acetic acid ethyl ester), [H-].[Al+3].[H-].[H-] (aluminum hydride), C(C)OCC (di ethyl ether), O (water). The solvent is O1CCCC1 (tetrahydrofuran), O1CCCC1 (THF). The product is C1(=CC=CC2=CC=CC=C12)CN(CCO)C1=CC(=NO1)C1=CC=CC=C1 (2-[Naphthalen-1-ylmethyl-(3-phenylisoxazol-5-yl)-amino]ethanol). Yield: 65.9%. RXN SMILES: C([O:3][C:4](=O)[CH2:5][N:6]([CH2:18][C:19]1[C:28]2[C:23](=[CH:24][CH:25]=[CH:26][CH:27]=2)[CH:22]=[CH:21][CH:20]=1)[C:7]1[O:11][N:10]=[C:9]([C:12]2[CH:17]=[CH:16][CH:15]=[CH:14][CH:13]=2)[CH:8]=1)C.[H-].[Al+3].[H-].[H-].C(OCC)C.O>O1CCCC1>[C:19]1([CH2:18][N:6]([C:7]2[O:11][N:10]=[C:9]([C:12]3[CH:17]=[CH:16][CH:15]=[CH:14][CH:13]=3)[CH:8]=2)[CH2:5][CH2:4][OH:3])[C:28]2[C:23](=[CH:24][CH:25]=[CH:26][CH:27]=2)[CH:22]=[CH:21][CH:20]=1 |f:1.2.3.4|. Procedure details: [Naphthalen-1-ylmethyl-(3-phenyl-isoxazol-5-yl)-amino]-acetic acid ethyl ester (305 mg, 0.789 mmol) was dissolved in tetrahydrofuran (THF, 2 ml) and while stirring under argon, treated with a 1.0M ithium aluminum hydride in di ethyl ether solution (1.58 ml, 1.58 mmol) and stirred at rt for 1.5 hr. The reaction was diluted with THF (2 ml), followed by diethyl ether (10 ml), and water was added slowly dropwise to give a filterable solid. The mixture was filtered through super cel, the filter cake ... Reactants: BrCC1=C(C(=O)OCC)C=CN=C1Cl (ethyl 3-(bromomethyl)-2-chloroisonicotinate), Cl.ClC1=CC=C(OC2=C(C=C(C=N2)C(C)N)C)C=C1 (1-(6-(4-chlorophenoxy)-5-methylpyridin-3-yl)ethanamine hydrochloride). Yields the product ClC1=NC=CC2=C1CN(C2=O)C(C)C=2C=NC(=C(C2)C)OC2=CC=C(C=C2)Cl (4-chloro-2-(1-(6-(4-chlorophenoxy)-5-methylpyridin-3-yl)ethyl)-2,3-dihydro-1H-pyrrolo[3,4-c]pyridin-1-one). Yield: 83.0%. RXN SMILES: Br[CH2:2][C:3]1[C:13]([Cl:14])=[N:12][CH:11]=[CH:10][C:4]=1[C:5]([O:7]CC)=O.Cl.[Cl:16][C:17]1[CH:33]=[CH:32][C:20]([O:21][C:22]2[N:27]=[CH:26][C:25]([CH:28]([NH2:30])[CH3:29])=[CH:24][C:23]=2[CH3:31])=[CH:19][CH:18]=1>>[Cl:14][C:13]1[C:3]2[CH2:2][N:30]([CH:28]([C:25]3[CH:26]=[N:27][C:22]([O:21][C:20]4[CH:19]=[CH:18][C:17]([Cl:16])=[CH:33][CH:32]=4)=[C:23]([CH3:31])[CH:24]=3)[CH3:29])[C:5](=[O:7])[C:4]=2[CH:10]=[CH:11][N:12]=1 |f:1.2|. Procedure details: The title compound is prepared in 83% yield (270 mg, off white solid) from ethyl 3-(bromomethyl)-2-chloroisonicotinate (400 mg, 1.4 mmol, Step-1 of Intermediate-1) and 1-(6-(4-chlorophenoxy)-5-methylpyridin-3-yl)ethanamine hydrochloride (260 mg, 0.87 mmol, Amine-43, single enantiomer) in a similar manner to Intermediate-2.